This data is from the Open Reaction Database (ORD), a public repository of structured organic reaction records. The task is: describe an organic reaction: reactants, conditions, products, and yield Starting materials: CC(=O)N1CCC(CCC(=O)c2ccc3c4c2CCCC4CN3)CC1, O=C([O-])[O-], CCI, CCO, [K+], [K+]. Product: CCN1CC2CCCc3c(C(=O)CCC4CCN(C(C)=O)CC4)ccc1c32. As a reaction SMILES: [C:1]([CH3:2])(=[O:3])[N:4]1[CH2:5][CH2:6][CH:7]([CH2:10][CH2:11][C:12](=[O:13])[c:14]2[c:15]3[c:16]4[c:20]([cH:21][cH:22]2)[NH:19][CH2:18][CH:17]4[CH2:23][CH2:24][CH2:25]3)[CH2:8][CH2:9]1.[C:29](=[O:30])([O-:31])[O-:32].[CH2:26]([CH3:27])[I:28].[CH3:35][CH2:36][OH:37].[K+:33].[K+:34]>>[C:1]([CH3:2])(=[O:3])[N:4]1[CH2:5][CH2:6][CH:7]([CH2:10][CH2:11][C:12](=[O:13])[c:14]2[c:15]3[c:16]4[c:20]([cH:21][cH:22]2)[N:19]([CH2:26][CH3:27])[CH2:18][CH:17]4[CH2:23][CH2:24][CH2:25]3)[CH2:8][CH2:9]1. The reactants are C1CCOC1, COC(=O)c1ccnc(O)c1, Cc1onc(-c2ccccc2)c1CO, CCOC(=O)N=NC(=O)OCC, c1ccc(P(c2ccccc2)c2ccccc2)cc1. The product is COC(=O)c1ccnc(OCc2c(-c3ccccc3)noc2C)c1. Reaction SMILES: [CH2:57]1[O:58][CH2:59][CH2:60][CH2:61]1.[CH3:15][O:16][C:17]([c:18]1[cH:19][c:20]([OH:24])[n:21][cH:22][cH:23]1)=[O:25].[CH3:1][c:2]1[c:3]([CH2:13][OH:14])[c:4](-[c:7]2[cH:8][cH:9][cH:10][cH:11][cH:12]2)[n:5][o:6]1.[O:45]=[C:46]([O:47][CH2:48][CH3:49])[N:50]=[N:51][C:52]([O:53][CH2:54][CH3:55])=[O:56].[c:26]1([P:27]([c:28]2[cH:29][cH:30][cH:31][cH:32][cH:33]2)[c:34]2[cH:35][cH:36][cH:37][cH:38][cH:39]2)[cH:40][cH:41][cH:42][cH:43][cH:44]1>>[CH3:1][c:2]1[c:3]([CH2:13][O:14][c:20]2[cH:19][c:18]([C:17]([O:16][CH3:15])=[O:25])[cH:23][cH:22][n:21]2)[c:4](-[c:7]2[cH:8][cH:9][cH:10][cH:11][cH:12]2)[n:5][o:6]1. The reactants are CN(C)c1cc2ccc(OCc3ccccc3)cc2s1, COC(=O)c1ccc(CN2CCCC2)c(OC)c1. The product is COc1cc(C(=O)c2c(N(C)C)sc3cc(OCc4ccccc4)ccc23)ccc1CN1CCCC1. Reaction SMILES: [CH2:19]([c:20]1[cH:21][cH:22][cH:23][cH:24][cH:25]1)[O:26][c:27]1[cH:28][cH:29][c:30]2[c:31]([s:32][c:33]([N:35]([CH3:36])[CH3:37])[cH:34]2)[cH:38]1.[CH3:1][O:2][c:3]1[cH:4][c:5]([C:6]([O:8][CH3:7])=[O:9])[cH:10][cH:11][c:12]1[CH2:13][N:14]1[CH2:15][CH2:16][CH2:17][CH2:18]1>>[CH3:1][O:2][c:3]1[cH:4][c:5]([C:6](=[O:8])[c:34]2[c:30]3[cH:29][cH:28][c:27]([O:26][CH2:19][c:20]4[cH:21][cH:22][cH:23][cH:24][cH:25]4)[cH:38][c:31]3[s:32][c:33]2[N:35]([CH3:36])[CH3:37])[cH:10][cH:11][c:12]1[CH2:13][N:14]1[CH2:15][CH2:16][CH2:17][CH2:18]1. Reactants: Cl.C1(=CC=CC=C1)CN1CCC(CC1)C(O)(C1=CC=C(C=C1)OC(F)(F)F)C1=CC=C(C=C1)OC(F)(F)F (N-phenylmethyl-4-[bis(4-trifluoromethoxyphenyl)hydroxymethyl]piperidine hydrochloride), C(=O)[O-].[NH4+] (ammonium formate), 1-methylene chloride methanol. Reagents/catalysts: [Pd] (palladium on charcoal). Solvent: CO (methanol). Yields the product FC(OC1=CC=C(C=C1)C(C1CCNCC1)(O)C1=CC=C(C=C1)OC(F)(F)F)(F)F (4-[Bis(4-trifluoromethoxyphenyl)hydroxymethyl]-piperidine). As a reaction SMILES: Cl.C1(C[N:9]2[CH2:14][CH2:13][CH:12]([C:15]([C:28]3[CH:33]=[CH:32][C:31]([O:34][C:35]([F:38])([F:37])[F:36])=[CH:30][CH:29]=3)([C:17]3[CH:22]=[CH:21][C:20]([O:23][C:24]([F:27])([F:26])[F:25])=[CH:19][CH:18]=3)[OH:16])[CH2:11][CH2:10]2)C=CC=CC=1.C([O-])=O.[NH4+]>[Pd].CO>[F:37][C:35]([F:36])([F:38])[O:34][C:31]1[CH:30]=[CH:29][C:28]([C:15]([C:17]2[CH:22]=[CH:21][C:20]([O:23][C:24]([F:27])([F:25])[F:26])=[CH:19][CH:18]=2)([OH:16])[CH:12]2[CH2:13][CH2:14][NH:9][CH2:10][CH2:11]2)=[CH:33][CH:32]=1 |f:0.1,2.3|. Procedure: Under a nitrogen atmosphere, 0.8 gram of 10% palladium on charcoal (catalyst) was placed in the reaction vessel. To this were cautiously added 25 mL of nitrogen-purged methanol, a solution of 0.8 gram (0.001 mole) of N-phenylmethyl-4-[bis(4-trifluoromethoxyphenyl)hydroxymethyl]piperidine hydrochloride in 10 mL of methanol, and then 0.9 gram (0.010 mole) of ammonium formate. Upon completion of addition, the reaction mixture was heated at reflux for about 45 minutes. The reaction mixture was then ... Reactants: COC(=O)c1c(Br)csc1NC(=O)Cc1cccc2cnccc12, CCOCC, N#C[Cu], [NH4+], CN(C)C=O, [OH-]. Yields the product COC(=O)c1c(C#N)csc1NC(=O)Cc1cccc2cnccc12. Reaction SMILES: [Br:1][c:2]1[c:3]([C:21](=[O:22])[O:23][CH3:24])[c:4]([NH:7][C:8]([CH2:9][c:10]2[c:11]3[cH:12][cH:13][n:14][cH:15][c:16]3[cH:17][cH:18][cH:19]2)=[O:20])[s:5][cH:6]1.[CH2:30]([O:31][CH2:32][CH3:33])[CH3:34].[Cu:25][C:26]#[N:27].[NH4+:29].[O:35]=[CH:36][N:37]([CH3:38])[CH3:39].[OH-:28]>>[c:2]1([C:26]#[N:27])[c:3]([C:21](=[O:22])[O:23][CH3:24])[c:4]([NH:7][C:8]([CH2:9][c:10]2[c:11]3[cH:12][cH:13][n:14][cH:15][c:16]3[cH:17][cH:18][cH:19]2)=[O:20])[s:5][cH:6]1. Starting materials: BrC1=CC=C(C=C1)C(CC1=CC=C(C=C1)Br)O (1,2-di(p-bromophenyl)-hydroxyethane), IC (iodomethane), [OH-].[K+] (potassium hydroxide). Solvent: O (water). Run at time 3 day. Product: BrC1=CC=C(C=C1)C(CC1=CC=C(C=C1)Br)OC (1,2-Di(p-bromophenyl)-l-methoxyethane). Isolated yield 193.0%. Reaction SMILES: [Br:1][C:2]1[CH:7]=[CH:6][C:5]([CH:8]([OH:17])[CH2:9][C:10]2[CH:15]=[CH:14][C:13]([Br:16])=[CH:12][CH:11]=2)=[CH:4][CH:3]=1.I[CH3:19].[OH-].[K+]>O>[Br:1][C:2]1[CH:7]=[CH:6][C:5]([CH:8]([O:17][CH3:19])[CH2:9][C:10]2[CH:15]=[CH:14][C:13]([Br:16])=[CH:12][CH:11]=2)=[CH:4][CH:3]=1 |f:2.3|. Procedure: A mixture of 1,2-di(p-bromophenyl)-hydroxyethane (40 g, 0.056 mol), iodomethane (150 g) and powdered potassium hydroxide (30 g) was stirred at room temperature of 3 days. The reaction mixture was transferred into a 500 mL separatory funnel and water (200 mL) was added. The resulting mixture was extracted with chloroform (150 mL×2). The combined organic phases were dried through sodium sulfate and concentrated to provide an oil which was distilled under vacuum to give the title compound (40 g, 85... Starting materials: N12CCC(CC1)(C2)C(C#N)(C2=CC=CC=C2)C2=CC=CC=C2 (1-azabicyclo[2.2.1]hept-4-yl(diphenyl)acetonitrile), BrCC (bromoethane). The solvent is 2CH3CN/3CHCl3. Yields the product [Br-].C(#N)C(C12CC[N+](CC1)(C2)CC)(C2=CC=CC=C2)C2=CC=CC=C2 (4-[cyano(diphenyl)methyl]-1-ethyl-1-azoniabicyclo[2.2.1]heptane bromide). Isolated yield 29.5%. As a reaction SMILES: [N:1]12[CH2:7][C:4]([C:8]([C:17]3[CH:22]=[CH:21][CH:20]=[CH:19][CH:18]=3)([C:11]3[CH:16]=[CH:15][CH:14]=[CH:13][CH:12]=3)[C:9]#[N:10])([CH2:5][CH2:6]1)[CH2:3][CH2:2]2.[Br:23][CH2:24][CH3:25]>>[Br-:23].[C:9]([C:8]([C:17]1[CH:22]=[CH:21][CH:20]=[CH:19][CH:18]=1)([C:11]1[CH:12]=[CH:13][CH:14]=[CH:15][CH:16]=1)[C:4]12[CH2:7][N+:1]([CH2:24][CH3:25])([CH2:6][CH2:5]1)[CH2:2][CH2:3]2)#[N:10] |f:2.3|. Procedure: Following the general procedure outlined in Example 24, 1-azabicyclo[2.2.1]hept-4-yl(diphenyl)acetonitrile (0.044 g, 0.152 mmol) and bromoethane (0.020 mL, 0.268 mmol) in 2CH3CN/3CHCl3 (3.5 mL) were reacted to give the desired product (0.0178 g, 29.7%). EI-MS m/z 317 (M+) Rt (1.53 rain). The reactants are C(C1=CC=CC=C1)SC=1C=C(C(NC1)=O)O (5-(benzylsulfanyl)-3-hydroxypyridin-2(1H)-one), COC1=NC=C(C=C1OC)SCC1=CC(=CC=C1)C(F)(F)F (2,3-dimethoxy-5-{[3-(trifluoromethyl)benzyl]sulfanyl}pyridine), COC1=NC=C(C=C1OC)SCC1=CC(=CC=C1)C(F)(F)F (2,3-dimethoxy-5-{[3-(trifluoromethyl)benzyl]sulfanyl}pyridine). The product is OC=1C(NC=C(C1)SCC1=CC(=CC=C1)C(F)(F)F)=O (3-Hydroxy-5-{[3-(trifluoromethyl)benzyl]sulfanyl}pyridin-2(1H)-one). As a reaction SMILES: C(SC1C=C(O)C(=O)NC=1)C1C=CC=CC=1.C[O:18][C:19]1[C:24]([O:25]C)=[CH:23][C:22]([S:27][CH2:28][C:29]2[CH:34]=[CH:33][CH:32]=[C:31]([C:35]([F:38])([F:37])[F:36])[CH:30]=2)=[CH:21][N:20]=1>>[OH:25][C:24]1[C:19](=[O:18])[NH:20][CH:21]=[C:22]([S:27][CH2:28][C:29]2[CH:34]=[CH:33][CH:32]=[C:31]([C:35]([F:37])([F:36])[F:38])[CH:30]=2)[CH:23]=1. Procedure details: Prepared as described for 5-(benzylsulfanyl)-3-hydroxypyridin-2(1H)-one (Example 1) from 2,3-dimethoxy-5-{[3-(trifluoromethyl)benzyl]sulfanyl}pyridine (Intermediate 11).